This data is from the Open Reaction Database (ORD), a public repository of structured organic reaction records. The task is: describe an organic reaction: reactants, conditions, products, and yield Starting materials: CNCC(c1ccc(Cl)cc1)c1ccc(Br)cc1, CC1(C)OB(c2cn[nH]c2)OC1(C)C, CCO, CO, Cc1ccccc1, [K+], [K+], [K+], O, O=P([O-])([O-])[O-]. Yields the product CNCC(c1ccc(Cl)cc1)c1ccc(-c2cn[nH]c2)cc1. Reaction SMILES: [Br:1][c:2]1[cH:3][cH:4][c:5]([CH:8]([CH2:9][NH:10][CH3:11])[c:12]2[cH:13][cH:14][c:15]([Cl:18])[cH:16][cH:17]2)[cH:6][cH:7]1.[CH3:19][C:20]1([CH3:21])[C:22]([CH3:23])([CH3:24])[O:25][B:26]([c:27]2[cH:28][n:29][nH:30][cH:31]2)[O:32]1.[CH3:41][CH2:42][OH:43].[CH3:44][OH:45].[CH3:46][c:47]1[cH:48][cH:49][cH:50][cH:51][cH:52]1.[K+:38].[K+:39].[K+:40].[OH2:53].[P:33]([O-:34])([O-:35])([O-:36])=[O:37]>>[c:2]1(-[c:27]2[cH:28][n:29][nH:30][cH:31]2)[cH:3][cH:4][c:5]([CH:8]([CH2:9][NH:10][CH3:11])[c:12]2[cH:13][cH:14][c:15]([Cl:18])[cH:16][cH:17]2)[cH:6][cH:7]1. The solvent is C(Cl)(Cl)Cl (CHCl3), O (water), O1CCOCC1 (Dioxane), C(C)OCC (diethylether). Product: FC1=CC=C(C=C1)C1=CC(=NC=C1)C (4-(4-Fluoro-phenyl)-2-methyl-pyridine). Reported procedure: Argon was bubbled for 15 min through a suspension of 1.11 ml (1.276 g, 10.0 mmol) 4-Chloropicoline, 2.798 g (20.0 mmol, 2.0 equiv.) of 4-Fluorophenylboronic acid, and 1.917 g (33.0 mmol, 3.3 equiv.) of KF in 20 ml of Dioxane. Then 155 mg (0.15 mmol, 1.5 mol %)Pd2(dba)3×CHCl3 and 104 ul (93 mg, 0.45 mmol, 4.5 mol %) Tri-tert-butylphosphine were added. The mixture was then stirred for 1 h under argon at 100° C. The reaction was worked up in the usual manner with diethylether, water, and sodium car... RXN SMILES: Cl[C:2]1[CH:7]=[CH:6][N:5]=[C:4]([CH3:8])[CH:3]=1.[F:9][C:10]1[CH:15]=[CH:14][C:13](B(O)O)=[CH:12][CH:11]=1.[F-].[K+].C(=O)([O-])[O-].[Na+].[Na+]>O1CCOCC1.C1C=CC(/C=C/C(/C=C/C2C=CC=CC=2)=O)=CC=1.C1C=CC(/C=C/C(/C=C/C2C=CC=CC=2)=O)=CC=1.C1C=CC(/C=C/C(/C=C/C2C=CC=CC=2)=O)=CC=1.[Pd].[Pd].C(P(C(C)(C)C)C(C)(C)C)(C)(C)C.O.C(OCC)C.C(Cl)(Cl)Cl>[F:9][C:10]1[CH:15]=[CH:14][C:13]([C:2]2[CH:7]=[CH:6][N:5]=[C:4]([CH3:8])[CH:3]=2)=[CH:12][CH:11]=1 |f:2.3,4.5.6,8.9.10.11.12|. Reagents/catalysts: C=1C=CC(=CC1)/C=C/C(=O)/C=C/C2=CC=CC=C2.C=1C=CC(=CC1)/C=C/C(=O)/C=C/C2=CC=CC=C2.C=1C=CC(=CC1)/C=C/C(=O)/C=C/C2=CC=CC=C2.[Pd].[Pd] (Pd2(dba)3), C(C)(C)(C)P(C(C)(C)C)C(C)(C)C (Tri-tert-butylphosphine). The yield is 133.5%. Conditions: temperature 100 celsius, time 1 hour. Starting materials: C([O-])([O-])=O.[Na+].[Na+] (sodium carbonate), ClC1=CC(=NC=C1)C (4-Chloropicoline), FC1=CC=C(C=C1)B(O)O (4-Fluorophenylboronic acid), [F-].[K+] (KF). Reactants: BrC1=CC=2C3=C(C=NC2C=C1)N(C(N3C=3C(=NN(C3)C)C)=O)C (8-bromo-1-(1,3-dimethyl-1H-pyrazol-4-yl)-3-methyl-1,3-dihydro-imidazo[4,5-c]quinolin-2-one), BrC1=CC=2C3=C(C=NC2C=C1)N(C(N3C=3C(=NN(C3)C)C)=O)C (8-bromo-1-(1,3-dimethyl-1H-pyrazol-4-yl)-3-methyl-1,3-dihydro-imidazo[4,5-c]quinolin-2-one), COC=1C=NC=C(C1)B1OC(C)(C)C(C)(C)O1 (3-methoxypyridine-5-boronic acid pinacol ester). Yields the product CN1N=C(C(=C1)N1C(N(C=2C=NC=3C=CC(=CC3C21)C=2C=NC=C(C2)OC)C)=O)C (1-(1,3-Dimethyl-1H-pyrazol-4-yl)-8-(5-methoxy-pyridin-3-yl)-3-methyl-1,3-dihydro-imidazo[4,5-c]quinolin-2-one). As a reaction SMILES: Br[C:2]1[CH:11]=[CH:10][C:9]2[N:8]=[CH:7][C:6]3[N:12]([CH3:23])[C:13](=[O:22])[N:14]([C:15]4[C:16]([CH3:21])=[N:17][N:18]([CH3:20])[CH:19]=4)[C:5]=3[C:4]=2[CH:3]=1.[CH3:24][O:25][C:26]1[CH:27]=[N:28][CH:29]=[C:30](B2OC(C)(C)C(C)(C)O2)[CH:31]=1>>[CH3:20][N:18]1[CH:19]=[C:15]([N:14]2[C:5]3[C:4]4[CH:3]=[C:2]([C:30]5[CH:29]=[N:28][CH:27]=[C:26]([O:25][CH3:24])[CH:31]=5)[CH:11]=[CH:10][C:9]=4[N:8]=[CH:7][C:6]=3[N:12]([CH3:23])[C:13]2=[O:22])[C:16]([CH3:21])=[N:17]1. Reported procedure: The title compound was synthesized in a similar manner as described for Example 1.1 using 8-bromo-1-(1,3-dimethyl-1H-pyrazol-4-yl)-3-methyl-1,3-dihydro-imidazo[4,5-c]quinolin-2-one (Intermediate A, 40 mg, 0.105 mmol) and 3-methoxypyridine-5-boronic acid pinacol ester (Aldrich, Buchs, Switzerland, 30 mg, 0.125 mmol) to give the title compound as an off-white solid. (HPLC: tR 2.17 min (Method A); M+H=401 MS-ES; 1H-NMR (d6-DMSO, 400 MHz) 8.98 (s, 1H), 8.39-8.26 (m, 2H), 8.21-8.07 (m, 2H), 8.04-7.96... The reactants are C(C)(C)(C)[Li] (t-Butyl lithium), N1C=CC=C1 (pyrrole), C(C1=CC=CC=C1)ONC(C)C=1N(C(=CC1)C1=CC=CC=C1)C (N-Benzyloxy-1-(1-methyl-5-phenylpyrrol-2-yl)ethylamine), B(F)(F)F.CCOCC (boron trifluoride etherate), O-benzyl acetaldehyde oxime, [NH4+].[Cl-] (NH4Cl). Run in C1CCOC1 (THF). Conditions: time 30 minute. Yields the product ON(C(=O)NC)C(C)C=1N(C(=CC1)C1=CC=CC=C1)C (N-hydroxy-N-(1-(1-methyl-5-phenylpyrrol-2-yl)ethyl) N'- methyl urea). Reaction SMILES: C([O:8][NH:9][CH:10]([C:12]1[N:13]([CH3:23])[C:14]([C:17]2[CH:22]=[CH:21][CH:20]=[CH:19][CH:18]=2)=[CH:15][CH:16]=1)[CH3:11])C1C=CC=CC=1.C([Li])(C)(C)C.[NH:29]1[CH:33]=CC=[CH:30]1.B(F)(F)F.CC[O:40]CC.[NH4+].[Cl-]>C1COCC1>[OH:8][N:9]([CH:10]([C:12]1[N:13]([CH3:23])[C:14]([C:17]2[CH:18]=[CH:19][CH:20]=[CH:21][CH:22]=2)=[CH:15][CH:16]=1)[CH3:11])[C:30]([NH:29][CH3:33])=[O:40] |f:3.4,5.6|. Procedure details: N-Benzyloxy-1-(1-methyl-5-phenylpyrrol-2-yl)ethylamine. t-Butyl lithium (4.1 ml, 1.7M in hexanes) was added to a solution of the pyrrole prepared as in step a, above (1.0 g, 6.4 mmole) in THF (25 mL) at -78° C. After stirring for 30 minutes, boron trifluoride etherate (0.99 g, 7.0 mmole) was added followed by O-benzyl acetaldehyde oxime (1.0 g, 7.0 mmole). The mixture was stirred for 15 min, saturated NH4Cl solution was added, and the mixture was allowed to warm to room temperature. The aqueous ... The reactants are Cl, Cl, Nc1ccc(Br)cn1, [Na+], [Na+], [OH-], O=S([O-])O. Product: Nc1ncc(Br)cc1Cl. As a reaction SMILES: [Cl:10].[ClH:9].[NH2:1][c:2]1[n:3][cH:4][c:5]([Br:8])[cH:6][cH:7]1.[Na+:15].[Na+:17].[OH-:16].[S:11](=[O:12])([OH:13])[O-:14]>>[NH2:1][c:2]1[n:3][cH:4][c:5]([Br:8])[cH:6][c:7]1[Cl:9].